describe an organic reaction: reactants, conditions, products, and yield From a dataset of the Open Reaction Database (ORD), a public repository of structured organic reaction records. Starting materials: BrC=1C=C2OCCN3C=C(N=C3C2=CC1)C1=NC=NN1C(C)C (12-bromo-4-[1-(propan-2-yl)-1H-1,2,4-triazol-5-yl]-9-oxa-3,6-diazatricyclo[8.4.0.02,6]tetradeca-1(14),2,4,10,12-pentaene), O1C(CCCC1)N1N=CC=C1B(O)O (1-(tetrahydro-2H-pyran-2-yl)-1H-pyrazol-5-ylboronic acid), C(=O)([O-])[O-].[Na+].[Na+] (Na2CO3). The reagents and catalysts are C1=CC=C(C=C1)P([C-]2C=CC=C2)C3=CC=CC=C3.C1=CC=C(C=C1)P([C-]2C=CC=C2)C3=CC=CC=C3.Cl[Pd]Cl.[Fe+2] (Pd(dppf)Cl2). The solvent is COCCOC.CCO.O (DME EtOH H2O). Conditions: temperature 100 celsius, time 1 hour. Product: O1C(CCCC1)N1N=CC=C1C=1C=C2OCCN3C=C(N=C3C2=CC1)C1=NC=NN1C(C)C (12-[1-(oxan-2-yl)-1H-pyrazol-5-yl]-4-[1-(propan-2-yl)-1H-1,2,4-triazol-5-yl]-9-oxa-3,6-diazatricyclo[8.4.0.02,6]tetradeca-1(14),2,4,10,12-pentaene). Isolated yield 92.5%. As a reaction SMILES: Br[C:2]1[CH:3]=[C:4]2[C:13](=[CH:14][CH:15]=1)[C:12]1[N:8]([CH:9]=[C:10]([C:16]3[N:20]([CH:21]([CH3:23])[CH3:22])[N:19]=[CH:18][N:17]=3)[N:11]=1)[CH2:7][CH2:6][O:5]2.[O:24]1[CH2:29][CH2:28][CH2:27][CH2:26][CH:25]1[N:30]1[C:34](B(O)O)=[CH:33][CH:32]=[N:31]1.C([O-])([O-])=O.[Na+].[Na+]>COCCOC.CCO.O.C1C=CC(P(C2C=CC=CC=2)[C-]2C=CC=C2)=CC=1.C1C=CC(P(C2C=CC=CC=2)[C-]2C=CC=C2)=CC=1.Cl[Pd]Cl.[Fe+2]>[O:24]1[CH2:29][CH2:28][CH2:27][CH2:26][CH:25]1[N:30]1[C:34]([C:2]2[CH:3]=[C:4]3[C:13](=[CH:14][CH:15]=2)[C:12]2[N:8]([CH:9]=[C:10]([C:16]4[N:20]([CH:21]([CH3:23])[CH3:22])[N:19]=[CH:18][N:17]=4)[N:11]=2)[CH2:7][CH2:6][O:5]3)=[CH:33][CH:32]=[N:31]1 |f:2.3.4,5.6.7,8.9.10.11|. Procedure: A mixture of 12-bromo-4-[1-(propan-2-yl)-1H-1,2,4-triazol-5-yl]-9-oxa-3,6-diazatricyclo[8.4.0.02,6]tetradeca-1(14),2,4,10,12-pentaene (2.00 g, 5.34 mmol), 1-(tetrahydro-2H-pyran-2-yl)-1H-pyrazol-5-ylboronic acid (1.58 g, 8.01 mmol), Pd(dppf)Cl2 (437 mg, 0.535 mmol), Na2CO3 (1.70 g, 16.0 mmol) in DME/EtOH/H2O (15/3/3 mL) was stirred at 100° C. for 1 hr under microwave irradiation. The mixture was extracted with EtOAc, washed with brine, dried over MgSO4, filtered, and evaporated to give crude pro... Starting materials: N1(CCNCC1)C1=CC=C(C(=O)OCCCC)C=C1 (n-Butyl 4-(piperazin-1-yl)-benzoate), [OH-].[Na+] (sodium hydroxide), C(=O)O (formic acid), C=O (formaldehyde). Solvent: O (water). Product: CN1CCN(CC1)C1=CC=C(C(=O)OCCCC)C=C1 (n-Butyl 4-(1-Methylpiperazin-4-yl)-benzoate). As a reaction SMILES: [N:1]1([C:7]2[CH:19]=[CH:18][C:10]([C:11]([O:13][CH2:14][CH2:15][CH2:16][CH3:17])=[O:12])=[CH:9][CH:8]=2)[CH2:6][CH2:5][NH:4][CH2:3][CH2:2]1.[CH:20](O)=O.C=O.[OH-].[Na+]>O>[CH3:20][N:4]1[CH2:3][CH2:2][N:1]([C:7]2[CH:8]=[CH:9][C:10]([C:11]([O:13][CH2:14][CH2:15][CH2:16][CH3:17])=[O:12])=[CH:18][CH:19]=2)[CH2:6][CH2:5]1 |f:3.4|. Procedure: 19.6 g. (75 mmole) n-Butyl 4-(piperazin-1-yl)-benzoate are heated to reflux temperature for 12 hours in a mixture of 112 ml. 80% formic acid and 37.5 ml. 40% formaldehyde solution. After cooling, the reaction mixture is poured into 2.5 liters of water, rendered alkaline with 10N aqueous sodium hydroxide solution and extracted with methylene chloride. The methylene chloride extracts are dried and evaporated to give 17.8 g. (86% of theory) of the desired product; m.p. 118°-120° C. Starting materials: [H-].[Al+3].[Li+].[H-].[H-].[H-] (lithium aluminium hydride), [OH-].[Na+] (sodium hydroxide), C(CC)#N (propionitrile), S(O)(O)(=O)=O (sulfuric acid), CC(C)(C(C)C)O (2,3-dimethyl-2-butanol), [OH-].[Na+] (sodium hydroxide). Run in CCOCC (ether), CCOCC (ether), CCOCC (ether), C(C)(=O)O (acetic acid), O (water). Product: C(CC)NC(C)(C(C)C)C (N-propyl-2,3-dimethyl-2-butylamine). Yield: 45.6%. RXN SMILES: [C:1](#[N:4])[CH2:2][CH3:3].S(=O)(=O)(O)O.[CH3:10][C:11](O)([CH:13]([CH3:15])[CH3:14])[CH3:12].[OH-].[Na+].[H-].[Al+3].[Li+].[H-].[H-].[H-]>C(O)(=O)C.CCOCC.O>[CH2:1]([NH:4][C:11]([CH3:12])([CH:13]([CH3:15])[CH3:14])[CH3:10])[CH2:2][CH3:3] |f:3.4,5.6.7.8.9.10|. Reported procedure: To a solution of 8.25 g (0.15 mole) propionitrile in 25 mL glacial acetic acid, 15 g concentrated sulfuric acid was added dropwise while controlling the reaction temperature at about 38° C., then 5.2 g (0.051 mole) of 2,3-dimethyl-2-butanol was added dropwise at the temperature below 40° C. with stirring. The mixture was stirred overnight while maintaining the temperature, then poured into glacial water, basified with 40% sodium hydroxide solution and extracted with ether. The ether extract was ... The reactants are CC1(N=C(OC1)C1=C(C=C(C=C1)C(C)C)C)C (4,5-Dihydro-4,4-dimethyl-2-[2-methyl-4-[1-methylethyl]phenyl]oxazole), BrCC=1C=C(C=CC1)C (3-bromomethyltoluene). Product: CC1(N=C(OC1)C1=C(C=C(C=C1)C(C)C)CCC1=CC(=CC=C1)C)C (4,5-Dihydro-4,4-dimethyl-2-[4-[1-methylethyl]-2-[2-[3-methylphenyl]ethyl]phenyl]oxazole). RXN SMILES: [CH3:1][C:2]1([CH3:17])[CH2:6][O:5][C:4]([C:7]2[CH:12]=[CH:11][C:10]([CH:13]([CH3:15])[CH3:14])=[CH:9][C:8]=2[CH3:16])=[N:3]1.Br[CH2:19][C:20]1[CH:21]=[C:22]([CH3:26])[CH:23]=[CH:24][CH:25]=1>>[CH3:17][C:2]1([CH3:1])[CH2:6][O:5][C:4]([C:7]2[CH:12]=[CH:11][C:10]([CH:13]([CH3:14])[CH3:15])=[CH:9][C:8]=2[CH2:16][CH2:19][C:20]2[CH:25]=[CH:24][CH:23]=[C:22]([CH3:26])[CH:21]=2)=[N:3]1. Reported procedure: The subtitle compound was prepared from the product of step (ii) and 3-bromomethyltoluene (9.25 g) using the method of example 15 step (iv). Purification was by chromatography eluting with toluene. Yield 4.8 g. Starting materials: C(C)C1=CC=2C3CCC4(C(CCC4C3CCC2C=C1OCOC)O)C (2-Ethyl-3-methoxymethoxy-13-methyl-7,8,9,11,12,13,14,15,16,17-decahydro-6H-cyclopenta[a]phenanthren-17-ol), [H-].[Na+] (sodium hydride), [H-].[Na+] (sodium hydride), COCCBr (2-(methoxy)ethyl bromide), COCCBr (2-(methoxy)ethyl bromide), [Cl-].[NH4+] (ammonium chloride). Solvent: C1(=CC=CC=C1)C (toluene), C(C)(=O)OCC (ethyl acetate). Yields the product C(C)C1=CC=2C3CCC4(C(CCC4C3CCC2C=C1OCOC)OCCOC)C (2-Ethyl-17-(2-methoxy-ethoxy)-3-methoxymethoxy-13-methyl-7,8,9,11,12,13,14,15,16,17-decahydro-6H-cyclopenta[a]phenanthrene). RXN SMILES: [CH2:1]([C:3]1[C:19]([O:20][CH2:21][O:22][CH3:23])=[CH:18][C:17]2[CH2:16][CH2:15][CH:14]3[CH:6]([CH2:7][CH2:8][C:9]4([CH3:25])[CH:13]3[CH2:12][CH2:11][CH:10]4[OH:24])[C:5]=2[CH:4]=1)[CH3:2].[H-].[Na+].[CH3:28][O:29][CH2:30][CH2:31]Br.[Cl-].[NH4+]>C(OCC)(=O)C.C1(C)C=CC=CC=1>[CH2:1]([C:3]1[C:19]([O:20][CH2:21][O:22][CH3:23])=[CH:18][C:17]2[CH2:16][CH2:15][CH:14]3[CH:6]([CH2:7][CH2:8][C:9]4([CH3:25])[CH:13]3[CH2:12][CH2:11][CH:10]4[O:24][CH2:31][CH2:30][O:29][CH3:28])[C:5]=2[CH:4]=1)[CH3:2] |f:1.2,4.5|. Procedure: A toluene (10 mL) solution of 2-Et-3-O-MOM estradiol 53 (170 mg, 0.5 mmol) was treated with sodium hydride (80 mg, 2 mmol) and then brought to reflux for 0.5 h prior to addition of 2-(methoxy)ethyl bromide (141 μL, 1.5 mmol). The reaction was refluxed for 14 h then treated with further aliquots of sodium hydride (80 mg, 2 mmol) and 2-(methoxy)ethyl bromide (141 μL, 1.5 mmol) before refluxing for a further 8 hours after which time no residual starting material remained. The reaction was then cool...